From a dataset of the Open Reaction Database (ORD), a public repository of structured organic reaction records. describe an organic reaction: reactants, conditions, products, and yield The reactants are [N+](=O)([O-])C=1C=C(C(=O)Cl)C=CC1 (3-nitrobenzoyl chloride), C(CCCCCCCCC)N (decylamine). Yields the product NC=1C=C(C(=O)NCCCCCCCCCC)C=CC1 (3-amino-N-decylbenzamide). As a reaction SMILES: [N+:1]([C:4]1[CH:5]=[C:6]([CH:10]=[CH:11][CH:12]=1)[C:7](Cl)=[O:8])([O-])=O.[CH2:13]([NH2:23])[CH2:14][CH2:15][CH2:16][CH2:17][CH2:18][CH2:19][CH2:20][CH2:21][CH3:22]>>[NH2:1][C:4]1[CH:5]=[C:6]([CH:10]=[CH:11][CH:12]=1)[C:7]([NH:23][CH2:13][CH2:14][CH2:15][CH2:16][CH2:17][CH2:18][CH2:19][CH2:20][CH2:21][CH3:22])=[O:8]. Reported procedure: Using this procedure 3-nitrobenzoyl chloride was treated with decylamine togive 3-nitro-N-decylbenzamide, mp 86°-88°, which was hydrogenated to give 3-amino-N-decylbenzamide, mp 56°-58°, which gave nmr and mass spectra consistent with the structure. Yields the product C(C1=CC=CC=C1)SC1=NC=CC(=C1)C1=C(N=C(S1)C1=CC=C(C=C1)S(=O)(=O)C)C1=CC(=CC=C1)C (5-(2-benzylthio-4-pyridyl)-4-(3-methylphenyl)-2-(4-methylsulfonylphenyl)-1,3-thiazole). The yield is 79.0%. Starting materials: [H-].[Na+] (sodium hydride), C1(=CC=CC=C1)CS (Phenylmethanethiol), FC1=NC=CC(=C1)C1=C(N=C(S1)C1=CC=C(C=C1)S(=O)(=O)C)C1=CC(=CC=C1)C (5-(2-fluoro-4-pyridyl)-4-(3-methylphenyl)-2-(4-methylsulfonylphenyl)-1,3-thiazole), aqueous solution, [OH-].[Na+] (sodium hydroxide). Procedure details: After sodium hydride (60% paraffin dispersion, 0.13 g, 3.2 mmol) was washed with hexane twice, it was suspended in N,N-dimethylformamide (15 mL). Phenylmethanethiol (0.35 mL, 3.0 mmol) was added to this suspension and stirred for 10 minutes. A solution of 5-(2-fluoro-4-pyridyl)-4-(3-methylphenyl)-2-(4-methylsulfonylphenyl)-1,3-thiazole (0.49 g, 1.2 mmol) in N,N-dimethylformamide (5 mL) was added to this mixture and stirred for 1 hour. An 8N aqueous solution of sodium hydroxide was added to the r... Reaction conditions: time 10 minute. As a reaction SMILES: [H-].[Na+].[C:3]1([CH2:9][SH:10])[CH:8]=[CH:7][CH:6]=[CH:5][CH:4]=1.F[C:12]1[CH:17]=[C:16]([C:18]2[S:22][C:21]([C:23]3[CH:28]=[CH:27][C:26]([S:29]([CH3:32])(=[O:31])=[O:30])=[CH:25][CH:24]=3)=[N:20][C:19]=2[C:33]2[CH:38]=[CH:37][CH:36]=[C:35]([CH3:39])[CH:34]=2)[CH:15]=[CH:14][N:13]=1.[OH-].[Na+]>CCCCCC.CN(C)C=O>[CH2:9]([S:10][C:12]1[CH:17]=[C:16]([C:18]2[S:22][C:21]([C:23]3[CH:24]=[CH:25][C:26]([S:29]([CH3:32])(=[O:30])=[O:31])=[CH:27][CH:28]=3)=[N:20][C:19]=2[C:33]2[CH:38]=[CH:37][CH:36]=[C:35]([CH3:39])[CH:34]=2)[CH:15]=[CH:14][N:13]=1)[C:3]1[CH:8]=[CH:7][CH:6]=[CH:5][CH:4]=1 |f:0.1,4.5|. Run in CN(C=O)C (N,N-dimethylformamide), CCCCCC (hexane), CN(C=O)C (N,N-dimethylformamide).